Dataset: the Open Reaction Database (ORD), a public repository of structured organic reaction records. Task: describe an organic reaction: reactants, conditions, products, and yield Starting materials: resultant complex, [Cl-].[Al+3].[Cl-].[Cl-] (Aluminum chloride), C(#N)C1=CC=C(C=C1)O (4-cyanophenol), C1(CCC(=O)O1)=O (succinic anhydride), Cl (hydrochloric acid). The solvent is C(C(Cl)Cl)(Cl)Cl (sym-tetrachloroethane). Product: C(#N)C=1C=CC(=C(C(=O)CCC(=O)O)C1)O (3-(5-cyano-2-hydroxybenzoyl)propionic acid). Reaction SMILES: [Cl-].[Al+3].[Cl-].[Cl-].[C:5]([C:7]1[CH:12]=[CH:11][C:10]([OH:13])=[CH:9][CH:8]=1)#[N:6].[C:14]1(=[O:20])[O:19][C:17](=[O:18])[CH2:16][CH2:15]1.Cl>C(Cl)(Cl)C(Cl)Cl>[C:5]([C:7]1[CH:8]=[CH:9][C:10]([OH:13])=[C:11]([CH:12]=1)[C:14]([CH2:15][CH2:16][C:17]([OH:19])=[O:18])=[O:20])#[N:6] |f:0.1.2.3|. Procedure details: Aluminum chloride (148 g, 1.11 mole) was added to a stirred mixture of 4-cyanophenol (44 g, 0.37 mole), succinic anhydride (33.3 g, 0.33 mole), and sym-tetrachloroethane (260 ml), and the mixture was then heated at 135° for 2 hours. The resultant complex was decomposed with ice and hydrochloric acid, and 3-(5-cyano-2-hydroxybenzoyl)propionic acid was isolated by standard procedures. Starting materials: Cc1ccc(I)c(S(=O)(=O)O)c1, C[N+](=O)[O-], OCCCCc1ccccc1. The product is O=C(O)CCCc1ccccc1. RXN SMILES: [I:1][c:2]1[cH:3][cH:4][c:5]([CH3:6])[cH:7][c:8]1[S:9](=[O:10])([OH:11])=[O:12].[N+:24]([CH3:25])([O-:26])=[O:27].[c:13]1([CH2:19][CH2:20][CH2:21][CH2:22][OH:23])[cH:14][cH:15][cH:16][cH:17][cH:18]1>>[OH:10][C:22]([CH2:21][CH2:20][CH2:19][c:13]1[cH:14][cH:15][cH:16][cH:17][cH:18]1)=[O:23]. The reactants are BrC1=CC2=C(C3=C(O2)CCCC3=O)C=C1 (7-bromo-3,4-dihydrodibenzo[b,d]furan-1(2H)-one), C(C)(=O)[O-].[Na+] (sodium acetate), Cl.NO (hydroxylamine hydrochloride). The solvent is O (water), C(C)O (ethanol). Run at temperature 85 celsius. Yields the product BrC1=CC2=C(C3=C(O2)CCCC3=NO)C=C1 (7-bromo-3,4-dihydrodibenzo[b,d]furan-1(2H)-one oxime). The yield is 14.6%. RXN SMILES: [Br:1][C:2]1[CH:15]=[CH:14][C:5]2[C:6]3[C:12](=O)[CH2:11][CH2:10][CH2:9][C:7]=3[O:8][C:4]=2[CH:3]=1.C([O-])(=O)C.[Na+].Cl.[NH2:22][OH:23]>O.C(O)C>[Br:1][C:2]1[CH:15]=[CH:14][C:5]2[C:6]3[C:12](=[N:22][OH:23])[CH2:11][CH2:10][CH2:9][C:7]=3[O:8][C:4]=2[CH:3]=1 |f:1.2,3.4|. Procedure: A mixture of the product of step A (6.80 g, 25.7 mmol), sodium acetate (3.16 g, 38.5 mmol) and hydroxylamine hydrochloride (2.67 g, 38.5 mmol) in water (28 mL) and ethanol (14 mL) was heated to 85° C. for 7 h. After cooling to 5° C., the reaction mixture was filtered. The solid obtained was washed with cold water and dried in vacuo to give 7-bromo-3,4-dihydrodibenzo[b,d]furan-1(2H)-one oxime (1.05 g, 15%) as an off-white solid: 1H NMR (DMSO-d6, 300 MHz) δ 10.95 (s, 1H), 7.88 (d, J=1.8 Hz, 1H), 7...